This data is from the Open Reaction Database (ORD), a public repository of structured organic reaction records. The task is: describe an organic reaction: reactants, conditions, products, and yield Reactants: O=C([O-])[O-], CO, CC1(NC(=O)C(F)(F)F)COC(c2nc(-c3ccncc3)c(-c3ccc(F)cc3)[nH]2)OC1, [K+], [K+], O. As a reaction SMILES: [C:33](=[O:34])([O-:35])[O-:36].[CH3:39][OH:40].[F:1][C:2]([F:3])([F:4])[C:31]([NH:5][C:6]1([CH3:30])[CH2:7][O:8][CH:9]([c:12]2[nH:13][c:14](-[c:23]3[cH:24][cH:25][c:26]([F:29])[cH:27][cH:28]3)[c:15](-[c:17]3[cH:18][cH:19][n:20][cH:21][cH:22]3)[n:16]2)[O:10][CH2:11]1)=[O:32].[K+:37].[K+:38].[OH2:41]>>[NH2:5][C:6]1([CH3:30])[CH2:7][O:8][CH:9]([c:12]2[nH:13][c:14](-[c:23]3[cH:24][cH:25][c:26]([F:29])[cH:27][cH:28]3)[c:15](-[c:17]3[cH:18][cH:19][n:20][cH:21][cH:22]3)[n:16]2)[O:10][CH2:11]1. The product is CC1(N)COC(c2nc(-c3ccncc3)c(-c3ccc(F)cc3)[nH]2)OC1. Reaction SMILES: [N+:1]([C:4]1[C:5](=[O:11])[NH:6][C:7](=[O:10])[NH:8][CH:9]=1)([O-:3])=[O:2].[C:12](=O)([O-])[O-].[K+].[K+].IC.[OH-].[Na+]>CN(C)C=O.O>[N+:1]([C:4]1[C:5](=[O:11])[NH:6][C:7](=[O:10])[N:8]([CH3:12])[CH:9]=1)([O-:3])=[O:2] |f:1.2.3,5.6|. Reaction conditions: time 16 hour. Yields the product [N+](=O)([O-])C=1C(NC(N(C1)C)=O)=O (5-nitro-1-methyl-uracil). Starting materials: IC (Iodomethane), [OH-].[Na+] (NaOH), [N+](=O)([O-])C=1C(NC(NC1)=O)=O (5-nitrouracil), C([O-])([O-])=O.[K+].[K+] (potassium carbonate). Isolated yield 77.0%. Procedure details: 5-nitrouracil (10.00 g, 64 mmole) and potassium carbonate were stirred in dimethylformamide (50 mL) for 15 min. A solid formed. Iodomethane (5.3 mL, 85 mmol) was added and the flask was shaken until the solid dissolved. After the reaction mixture was stirred for 30 min., 2% NaOH (w/v) (200 mL) was added, followed by water (100 mL). The solution was washed with ethyl acetate (100 mL), and the aqueous layer was acidified to pH 3 with 1.0N HCl. A precipitate formed as the pH was lowered. After allo... The solvent is CN(C=O)C (dimethylformamide), O (water). Reaction conditions: temperature -25 celsius. The solvent is ClCCl (dichloromethane), ClCCl (dichloromethane), ClCCl (dichloromethane). Starting materials: Cl (HCl), titanium dichlorodiiso-propoxide-dichloromethane, C(C)(C)O (isopropyl alcohol), C(\C=C\C1=CC=CC=C1)=O (E-cinnamaldehyde), C=C1CC(=O)O1 (diketene). The product is OC(CC(CC(=O)OC(C)C)=O)\C=C\C1=CC=CC=C1 (isopropyl E-5-hydroxy-3-oxo-7-phenyl-6-heptenoate). Procedure: In an atmosphere of argon, 10 ml of dichloromethane and 2.5 ml (5.0 mmol) of the above titanium dichlorodiiso-propoxide-dichloromethane solution were placed in a schlenk tube, and cooled to -25° C. with stirring. To the dichloromethane solution, 0.656 g (5.0 mmol) of E-cinnamaldehyde and 0.77 ml (10 mmol) of diketene were added, and were vigorously stirred at -25° C. over 69 hours to obtain a reaction mixture. To the reaction mixture, 1.5 ml of isopropyl alcohol was added, and was vigorously sti... As a reaction SMILES: [CH:1](=[O:10])/[CH:2]=[CH:3]/[C:4]1[CH:9]=[CH:8][CH:7]=[CH:6][CH:5]=1.[CH2:11]=[C:12]1[O:16][C:14](=[O:15])[CH2:13]1.Cl.[CH:18]([OH:21])([CH3:20])[CH3:19]>ClCCl>[OH:10][CH:1](/[CH:2]=[CH:3]/[C:4]1[CH:9]=[CH:8][CH:7]=[CH:6][CH:5]=1)[CH2:11][C:12](=[O:16])[CH2:13][C:14]([O:21][CH:18]([CH3:20])[CH3:19])=[O:15]. Yield: 14.0%. Starting materials: ClC(C1=CC=CC=C1)C1=CC=CC=C1 (chlorodiphenylmethane), O (water), O (water). Yields the product C(C1=CC=CC=C1)(C1=CC=CC=C1)OC(C1=CC=CC=C1)C1=CC=CC=C1 (dibenzhydryl ether). As a reaction SMILES: Cl[CH:2]([C:9]1[CH:14]=[CH:13][CH:12]=[CH:11][CH:10]=1)[C:3]1[CH:8]=[CH:7][CH:6]=[CH:5][CH:4]=1.[OH2:15]>>[CH:2]([O:15][CH:2]([C:3]1[CH:8]=[CH:7][CH:6]=[CH:5][CH:4]=1)[C:9]1[CH:14]=[CH:13][CH:12]=[CH:11][CH:10]=1)([C:9]1[CH:14]=[CH:13][CH:12]=[CH:11][CH:10]=1)[C:3]1[CH:8]=[CH:7][CH:6]=[CH:5][CH:4]=1. Procedure details: A mixture of 37 g of chlorodiphenylmethane and 100 ml of water were refluxed under nitrogen for 16 hours. After cooling the water was decanted and 40 ml of ethanol was added to induce crystallization. The yellow solid was recrystallized 3 times from ethanol to give 21.9 g of dibenzhydryl ether, m.p. 108°-110°. Reactants: N1N=C(C=2C1=NC=CC2)C2=NC=C(C(=N2)N)C2=CC=NC=C2 (2-(1H-pyrazolo[3,4-b]pyridin-3-yl)-5-(4-pyridinyl)-4-pyrimidinylamine), C([O-])([O-])=O.[Na+].[Na+] (sodium carbonate), C(#N)C1=C(CBr)C=CC=C1 (2-cyanobenzyl bromide). Solvent: CN(C=O)C (dimethylformamide). Reaction conditions: temperature 50 celsius, time 1 hour. Product: NC1=NC(=NC=C1C1=CC=NC=C1)C1=NN(C2=NC=CC=C21)CC2=C(C#N)C=CC=C2 (2-({3-[4-Amino-5-(4-pyridinyl)-2-pyrimidinyl]-1H-pyrazolo[3,4-b]pyridin-1-yl}-methyl)benzonitrile). RXN SMILES: [NH:1]1[C:5]2=[N:6][CH:7]=[CH:8][CH:9]=[C:4]2[C:3]([C:10]2[N:15]=[C:14]([NH2:16])[C:13]([C:17]3[CH:22]=[CH:21][N:20]=[CH:19][CH:18]=3)=[CH:12][N:11]=2)=[N:2]1.C(=O)([O-])[O-].[Na+].[Na+].[C:29]([C:31]1[CH:38]=[CH:37][CH:36]=[CH:35][C:32]=1[CH2:33]Br)#[N:30]>CN(C)C=O>[NH2:16][C:14]1[C:13]([C:17]2[CH:18]=[CH:19][N:20]=[CH:21][CH:22]=2)=[CH:12][N:11]=[C:10]([C:3]2[C:4]3[C:5](=[N:6][CH:7]=[CH:8][CH:9]=3)[N:1]([CH2:33][C:32]3[CH:35]=[CH:36][CH:37]=[CH:38][C:31]=3[C:29]#[N:30])[N:2]=2)[N:15]=1 |f:1.2.3|. Reported procedure: 60 mg (0.21 mmol) of 2-(1H-pyrazolo[3,4-b]pyridin-3-yl)-5-(4-pyridinyl)-4-pyrimidinylamine from Example 35 A are suspended in 6 ml of dimethylformamide under argon. Addition of 26.38 mg (0.25 mmol) of sodium carbonate is followed by stirring at 50° C. for one hour. Then 40.66 mg (0.21 mmol) of 2-cyanobenzyl bromide are added thereto, and the mixture is stirred at 50° C. overnight. For work up, the mixture is filtered and the filtrate is adjusted to pH 4–5 with 1 normal hydrochloric acid and puri... Reactants: O=C1CCC(=O)N1Br, Cc1ccc(NC(=O)C(F)(F)F)cc1C(F)(F)F, ClC(Cl)(Cl)Cl. Yields the product O=C(Nc1ccc(CBr)c(C(F)(F)F)c1)C(F)(F)F. Reaction SMILES: [Br:19][N:20]1[C:21](=[O:22])[CH2:23][CH2:24][C:25]1=[O:26].[CH3:1][c:2]1[c:3]([C:15]([F:16])([F:17])[F:18])[cH:4][c:5]([NH:8][C:9]([C:10]([F:11])([F:12])[F:13])=[O:14])[cH:6][cH:7]1.[Cl:27][C:28]([Cl:29])([Cl:30])[Cl:31]>>[CH2:1]([c:2]1[c:3]([C:15]([F:16])([F:17])[F:18])[cH:4][c:5]([NH:8][C:9]([C:10]([F:11])([F:12])[F:13])=[O:14])[cH:6][cH:7]1)[Br:19]. Reported procedure: 5-amino-4,6-dichloropyrimidine (5.00 g, 29 mmol) and 4-chloroaniline (4.71 g, 36 mmol) were suspended in 80 ml H2O and 12 ml ethanol. Concentrated HCl (1.2 ml, 14.5 mmol) was added at room temperature followed by warming reaction to 82° C. After stirring for 19 hours the reaction was cooled to room temperature and stirred for 60 hours. The precipitate was collected on a sintered glass funnel and rinsed with water followed by hexanes. After drying under vacuum, I-(1A-1)a was obtained as an off-wh... Product: ClC1=C(C(=NC=N1)NC1=CC=C(C=C1)Cl)N (6-Chloro-N4-(4-chlorophenyl)-pyrimidine-4,5-diamine). Conditions: time 19 hour. Reaction SMILES: [NH2:1][C:2]1[C:3]([Cl:9])=[N:4][CH:5]=[N:6][C:7]=1Cl.[Cl:10][C:11]1[CH:17]=[CH:16][C:14]([NH2:15])=[CH:13][CH:12]=1.Cl>O.C(O)C>[Cl:9][C:3]1[N:4]=[CH:5][N:6]=[C:7]([NH:15][C:14]2[CH:16]=[CH:17][C:11]([Cl:10])=[CH:12][CH:13]=2)[C:2]=1[NH2:1]. Starting materials: NC=1C(=NC=NC1Cl)Cl (5-amino-4,6-dichloropyrimidine), ClC1=CC=C(N)C=C1 (4-chloroaniline), Cl (HCl). The solvent is O (H2O), C(C)O (ethanol). Isolated yield 99.8%. Product: [N+](=O)([O-])C1=CC=C(C=C1)C1=CNC2=C1C(=NC=C2)N (3-(4-Nitrophenyl)-1H-pyrrolo[3,2-c]pyridin-4-amine). Reaction conditions: temperature 80 celsius. Solvent: O1CCOCC1.O (dioxane water). Procedure: Tetrakis(triphenylphosphine)palladium(0) (0.011 g, 0.009 mmol, 0.1 eq) was added to ethyl 3-iodo-1H-pyrrolo[3,2-c]pyridin-4-ylcarbamate (0.031 g, 0.094 mmol, 1.0 eq), sodium carbonate (0.07g, 0.66 mmol, 7.0 eq) and 4-nitrophenyl boronic acid (0.055g, 0.33 mmol, 3.5 eq) in a degassed solution of 1/1 dioxane/water (1 mL) at room temperature. The reaction mixture was heated to 80° C. for 5 h. The reaction mixture was cooled to room temperature and concentrated in vacuo. The residue was dissolved in... The yield is 25.1%. Starting materials: IC1=CNC2=C1C(=NC=C2)NC(OCC)=O (ethyl 3-iodo-1H-pyrrolo[3,2-c]pyridin-4-ylcarbamate), C([O-])([O-])=O.[Na+].[Na+] (sodium carbonate), [N+](=O)([O-])C1=CC=C(C=C1)B(O)O (4-nitrophenyl boronic acid). Reagents/catalysts: C=1C=CC(=CC1)[P](C=2C=CC=CC2)(C=3C=CC=CC3)[Pd]([P](C=4C=CC=CC4)(C=5C=CC=CC5)C=6C=CC=CC6)([P](C=7C=CC=CC7)(C=8C=CC=CC8)C=9C=CC=CC9)[P](C=1C=CC=CC1)(C=1C=CC=CC1)C=1C=CC=CC1 (Tetrakis(triphenylphosphine)palladium(0)). RXN SMILES: I[C:2]1[C:6]2[C:7]([NH:11]C(=O)OCC)=[N:8][CH:9]=[CH:10][C:5]=2[NH:4][CH:3]=1.C(=O)([O-])[O-].[Na+].[Na+].[N+:23]([C:26]1[CH:31]=[CH:30][C:29](B(O)O)=[CH:28][CH:27]=1)([O-:25])=[O:24]>C1C=CC([P]([Pd]([P](C2C=CC=CC=2)(C2C=CC=CC=2)C2C=CC=CC=2)([P](C2C=CC=CC=2)(C2C=CC=CC=2)C2C=CC=CC=2)[P](C2C=CC=CC=2)(C2C=CC=CC=2)C2C=CC=CC=2)(C2C=CC=CC=2)C2C=CC=CC=2)=CC=1.O1CCOCC1.O>[N+:23]([C:26]1[CH:31]=[CH:30][C:29]([C:2]2[C:6]3[C:7]([NH2:11])=[N:8][CH:9]=[CH:10][C:5]=3[NH:4][CH:3]=2)=[CH:28][CH:27]=1)([O-:25])=[O:24] |f:1.2.3,6.7,^1:38,40,59,78|.